The task is: describe an organic reaction: reactants, conditions, products, and yield. This data is from the Open Reaction Database (ORD), a public repository of structured organic reaction records. The reactants are CSC=1N=NC(=C(N1)Cl)C(=O)OCC (3-methylthio-5-chloro-6-carboethoxy-1,2,4-triazine), Cl.C(C(C)C)OC1=C(C(=N)N)C=CC=C1 (2-isobutoxybenzamidine hydrochloride). Solvent: C(C)N(CC)CC (triethylamine). Product: CSC=1N=NC2=C(N1)N=C(NC2=O)C2=C(C=CC=C2)OCC(C)C (3-Methylthio-8-oxo-6-(2-isobutoxyphenyl)-7,8-dihydropyrimido[4,5-e][1,2,4]triazine). Reaction SMILES: [CH3:1][S:2][C:3]1[N:4]=[N:5][C:6]([C:10]([O:12]CC)=O)=[C:7](Cl)[N:8]=1.Cl.[CH2:16]([O:20][C:21]1[CH:29]=[CH:28][CH:27]=[CH:26][C:22]=1[C:23]([NH2:25])=[NH:24])[CH:17]([CH3:19])[CH3:18]>C(N(CC)CC)C>[CH3:1][S:2][C:3]1[N:4]=[N:5][C:6]2[C:10](=[O:12])[NH:25][C:23]([C:22]3[CH:26]=[CH:27][CH:28]=[CH:29][C:21]=3[O:20][CH2:16][CH:17]([CH3:19])[CH3:18])=[N:24][C:7]=2[N:8]=1 |f:1.2|. Procedure: In a similar manner to Example 18 reaction of 3-methylthio-5-chloro-6-carboethoxy-1,2,4-triazine (prepared from 3-methylthio-5-oxo-6-carboethoxy-4,5-dihydro-1,2,4-triazine, 1.5 g) with 2-isobutoxybenzamidine hydrochloride (2.37 g) and triethylamine (1.75 g) afforded the crude title compound (1.71 g). This was recrystallised from acetonitrile, then dissolved in chloroform, the organic solution was washed with 2 Normal hydrochloric acid (x 2), chloroform removed under reduced pressure and the resi... The reactants are Cc1cc2c(c3c1NC(=O)CC3)OC(CN1CCNCC1)C2, COc1ccc(C(=O)Cl)cc1OC, c1ccncc1. The product is COc1ccc(C(=O)N2CCN(CC3Cc4cc(C)c5c(c4O3)CCC(=O)N5)CC2)cc1OC, Cl. As a reaction SMILES: [CH3:1][c:2]1[cH:3][c:4]2[c:5]([c:6]3[c:11]1[NH:10][C:9](=[O:12])[CH2:8][CH2:7]3)[O:13][CH:14]([CH2:16][N:17]1[CH2:18][CH2:19][NH:20][CH2:21][CH2:22]1)[CH2:15]2.[CH3:23][O:24][c:25]1[cH:26][c:27]([C:28](=[O:29])[Cl:30])[cH:31][cH:32][c:33]1[O:34][CH3:35].[cH:36]1[cH:37][cH:38][n:39][cH:40][cH:41]1>>[CH3:1][c:2]1[cH:3][c:4]2[c:5]([c:6]3[c:11]1[NH:10][C:9](=[O:12])[CH2:8][CH2:7]3)[O:13][CH:14]([CH2:16][N:17]1[CH2:18][CH2:19][N:20]([C:28]([c:27]3[cH:26][c:25]([O:24][CH3:23])[c:33]([O:34][CH3:35])[cH:32][cH:31]3)=[O:29])[CH2:21][CH2:22]1)[CH2:15]2.[ClH:30]. Starting materials: ClCCl, ClCCl, C1CCNCC1, CCCCC(NC(=O)OCC1c2ccccc2-c2ccccc21)C(=O)NCC(=O)OC. Product: CCCCC1NC(=O)CNC1=O. Reaction SMILES: [Cl:38][CH2:39][Cl:40].[Cl:41][CH2:42][Cl:43].[NH:32]1[CH2:33][CH2:34][CH2:35][CH2:36][CH2:37]1.[cH:1]1[c:2]2[c:16]([cH:17][cH:29][cH:31]1)-[c:11]1[c:10]([cH:15][cH:14][cH:13][cH:12]1)[CH:3]2[CH2:4][O:5][C:6](=[O:9])[NH:18][CH:19]([CH2:20][CH2:21][CH2:22][CH3:23])[C:24](=[O:25])[NH:26][CH2:27][C:28](=[O:8])[O:30][CH3:7]>>[NH:18]1[CH:19]([CH2:20][CH2:21][CH2:22][CH3:23])[C:24](=[O:25])[NH:26][CH2:27][C:28]1=[O:30].